From a dataset of the Open Reaction Database (ORD), a public repository of structured organic reaction records. describe an organic reaction: reactants, conditions, products, and yield Starting materials: oxalate salt, ClC=1C=C(C=CC1)C1=CC=C(C=C1)CC[C@@H](CCC=1C=NC=CC1)O ((3S)-1-(3'-chlorobiphenyl-4-yl)-5-(3-pyridyl)-3-pentanol), N(=NC(=O)OCC)C(=O)OCC (diethyl azodicarboxylate), C(C1=CC=CC=C1)(=O)O (benzoic acid), C1(=CC=CC=C1)P(C1=CC=CC=C1)C1=CC=CC=C1 (triphenylphosphine), C(C(=O)O)(=O)O (oxalic acid). The solvent is CCOCC (ether). Conditions: time 2 hour. Product: C(C(=O)O)(=O)O.ClC=1C=C(C=CC1)C1=CC=C(C=C1)CC[C@H](CCC=1C=NC=CC1)O ((3R)-1-(3'-Chlorobiphenyl-4-yl)-5-(3-pyridyl)-3-pentanol oxalic acid salt). As a reaction SMILES: [Cl:1][C:2]1[CH:3]=[C:4]([C:8]2[CH:13]=[CH:12][C:11]([CH2:14][CH2:15][C@H:16]([OH:25])[CH2:17][CH2:18][C:19]3[CH:20]=[N:21][CH:22]=[CH:23][CH:24]=3)=[CH:10][CH:9]=2)[CH:5]=[CH:6][CH:7]=1.C(O)(=O)C1C=CC=CC=1.C1(P(C2C=CC=CC=2)C2C=CC=CC=2)C=CC=CC=1.N(C(OCC)=O)=NC(OCC)=O.[C:66]([OH:71])(=[O:70])[C:67]([OH:69])=[O:68]>CCOCC>[C:66]([OH:71])(=[O:70])[C:67]([OH:69])=[O:68].[Cl:1][C:2]1[CH:3]=[C:4]([C:8]2[CH:9]=[CH:10][C:11]([CH2:14][CH2:15][C@@H:16]([OH:25])[CH2:17][CH2:18][C:19]3[CH:20]=[N:21][CH:22]=[CH:23][CH:24]=3)=[CH:12][CH:13]=2)[CH:5]=[CH:6][CH:7]=1 |f:6.7|. Procedure: Prepared according to the method described in Example 27 from (3S)-1-(3'-chlorobiphenyl-4-yl)-5-(3-pyridyl)-3-pentanol (0.137 g, Example 86), benzoic acid (0.061 g), triphenylphosphine (0.131 g) and diethyl azodicarboxylate (0.061 ml). The mixture was concentrated under reduced pressure and the residue redissolved in methanol (8 ml) and water (2 ml). Solid sodium hydroxide (0.2 g) was added and the reaction stirred for 2 hours before being poured into a solution of saturated aqueous sodium hydro...